This data is from the Open Reaction Database (ORD), a public repository of structured organic reaction records. The task is: describe an organic reaction: reactants, conditions, products, and yield Starting materials: C1(=CC(=CC=C1)NS(=O)(=O)C1=CC=C(C(=O)O)C=C1)C (4-(N-m-tolylsulfamoyl)benzoic acid), N1=C(C=CC=C1)C=1N=C(SC1)N (4-(pyridin-2-yl)thiazol-2-amine). Product: N1=C(C=CC=C1)C=1N=C(SC1)NC(C1=CC=C(C=C1)S(NC=1C=C(C=CC1)C)(=O)=O)=O (N-(4-(pyridin-2-yl)thiazol-2-yl)-4-(N-m-tolylsulfamoyl)benzamide). As a reaction SMILES: [C:1]1([CH3:20])[CH:6]=[CH:5][CH:4]=[C:3]([NH:7][S:8]([C:11]2[CH:19]=[CH:18][C:14]([C:15]([OH:17])=O)=[CH:13][CH:12]=2)(=[O:10])=[O:9])[CH:2]=1.[N:21]1[CH:26]=[CH:25][CH:24]=[CH:23][C:22]=1[C:27]1[N:28]=[C:29]([NH2:32])[S:30][CH:31]=1>>[N:21]1[CH:26]=[CH:25][CH:24]=[CH:23][C:22]=1[C:27]1[N:28]=[C:29]([NH:32][C:15](=[O:17])[C:14]2[CH:13]=[CH:12][C:11]([S:8](=[O:9])(=[O:10])[NH:7][C:3]3[CH:2]=[C:1]([CH3:20])[CH:6]=[CH:5][CH:4]=3)=[CH:19][CH:18]=2)[S:30][CH:31]=1. Reported procedure: 4-(N-m-tolylsulfamoyl)benzoic acid (14) (99 mg, 0.34 mmol) was treated with 4-(pyridin-2-yl)thiazol-2-amine (50 mg, 0.28 mmol) using method C. The residue was purified using flash chromatography eluting with 75-100% EtOAc in hexanes. The resulting solid was triturated with dichloromethane/hexanes to give N-(4-(pyridin-2-yl)thiazol-2-yl)-4-(N-m-tolylsulfamoyl)benzamide as an off white solid. Yield: 24 mg (19%). 1H-NMR: 8.64-8.62 (m, 1H), 8.28 (d, J=8.5 Hz, 2H), 8.02 (d, J=8.0 Hz, 1H), 7.95-7.89 (...